Dataset: the Open Reaction Database (ORD), a public repository of structured organic reaction records. Task: describe an organic reaction: reactants, conditions, products, and yield Reactants: CC=1NC2=CC=C(C=C2C1C(=O)OCC1=CC=CC=C1)O (2-Methyl-3-benzyloxycarbonyl-5-hydroxyindole), C(=O)([O-])[O-].[Cs+].[Cs+] (Cs2CO3), BrCCCBr (1,3-dibromopropane). The solvent is C(C)#N (acetonitrile). The product is [Br-].N1C=CC2=CC=CC=C12 (indole-bromide). Isolated yield 62.5%. As a reaction SMILES: C[C:2]1[NH:3][C:4]2[C:9]([C:10]=1C(OCC1C=CC=CC=1)=O)=[CH:8][C:7](O)=[CH:6][CH:5]=2.C([O-])([O-])=O.[Cs+].[Cs+].[Br:28]CCCBr>C(#N)C>[Br-:28].[NH:3]1[C:4]2[C:9](=[CH:8][CH:7]=[CH:6][CH:5]=2)[CH:10]=[CH:2]1 |f:1.2.3,6.7|. Procedure details: 2-Methyl-3-benzyloxycarbonyl-5-hydroxyindole (0.558 g, 1.980 mmol, 1 eq) was suspended in acetonitrile (10 mL) under Ar. Cs2CO3 (0.645 g, 1.980 mmol, 1 eq) and KI (0.328 g, 1.980 mmol, 1 eq) were added followed by 1,3-dibromopropane (0.523 g, 2.590 mmol, 1.3 eq). The reaction mixture was stirred and heated to reflux for 20 hours. Then the reaction was quenched with saturated sodium bicarbonate and extracted with ethyl acetate (3×). The combined organic phases were washed with brine and dried ove... Starting materials: [N+](=O)([O-])C1=CC=C(C=C1)O (4-nitrophenol), [H-].[Na+] (sodium hydride), C(C)N(CCCl)CC (2-diethylaminoethyl chloride). Run in CN(C)C=O (DMF). Run at time 20 hour. Product: C(C)N(CCOC1=CC=C(C=C1)[N+](=O)[O-])CC (N,N-diethyl-2-(4-nitrophenoxy)ethanamine). As a reaction SMILES: [N+:1]([C:4]1[CH:9]=[CH:8][C:7]([OH:10])=[CH:6][CH:5]=1)([O-:3])=[O:2].[H-].[Na+].[CH2:13]([N:15]([CH2:19][CH3:20])[CH2:16][CH2:17]Cl)[CH3:14]>CN(C=O)C>[CH2:13]([N:15]([CH2:19][CH3:20])[CH2:16][CH2:17][O:10][C:7]1[CH:8]=[CH:9][C:4]([N+:1]([O-:3])=[O:2])=[CH:5][CH:6]=1)[CH3:14] |f:1.2|. Procedure details: To a cold solution of 41.8 g of 4-nitrophenol in 250 ml of DMF was added 16.0 g of a 57% dispersion of sodium hydride in mineral oil, followed by 46.0 g of 2-diethylaminoethyl chloride. After 20 hours, the mixture was filtered, freed of solvent by evaporation under reduced pressure, the residue dissolved in ether and washed with water. Extraction with 2N hydrochloric acid and basification of the extract gave N,N-diethyl-2-(4-nitrophenoxy)ethanamine. Reactants: O=C([O-])[O-], CCN=C=O, CCOC(C)=O, FC(F)(F)c1cnc(Oc2cc(C(F)(F)F)[nH]n2)c(Cl)c1, Cl, [K+], [K+]. Yields the product CCNC(=O)n1nc(Oc2ncc(C(F)(F)F)cc2Cl)cc1C(F)(F)F. As a reaction SMILES: [C:1](=[O:2])([O-:3])[O-:4].[CH2:7]([CH3:8])[N:9]=[C:10]=[O:11].[CH3:34][CH2:35][O:36][C:37](=[O:38])[CH3:39].[Cl:12][c:13]1[c:14]([O:23][c:24]2[n:25][nH:26][c:27]([C:29]([F:30])([F:31])[F:32])[cH:28]2)[n:15][cH:16][c:17]([C:19]([F:20])([F:21])[F:22])[cH:18]1.[ClH:33].[K+:5].[K+:6]>>[CH2:7]([CH3:8])[NH:9][C:10](=[O:11])[n:26]1[n:25][c:24]([O:23][c:14]2[c:13]([Cl:12])[cH:18][c:17]([C:19]([F:20])([F:21])[F:22])[cH:16][n:15]2)[cH:28][c:27]1[C:29]([F:30])([F:31])[F:32]. The reactants are NC(CCO)(C)C (3-Amino-3-methyl-1-butanol), C(=O)OCC (ethyl formate). Product: C(=O)NC(CCO)(C)C (3-formamido-3-methyl-1-butanol). Reaction SMILES: [NH2:1][C:2]([CH3:7])([CH3:6])[CH2:3][CH2:4][OH:5].[CH:8](OCC)=[O:9]>>[CH:8]([NH:1][C:2]([CH3:7])([CH3:6])[CH2:3][CH2:4][OH:5])=[O:9]. Procedure details: 3-Amino-3-methyl-1-butanol (20.60 g, 0.20 mol) was added to ethyl formate (29.60 g, 0.40 mol), and the resulting clear solution was heated to reflux under nitrogen for 2 hours, and then allowed to cool to room temperature. The ethyl formate and ethanol by-product were removed by rotary evaporation (35° C., 25 Torr). The resulting oil was dried under vacuum (25° C., 0.1 Torr) to yield 25.86 g (99%).